Dataset: the Open Reaction Database (ORD), a public repository of structured organic reaction records. Task: describe an organic reaction: reactants, conditions, products, and yield The reactants are CCCSc1ncn(C(=O)N(CCC)CCC)n1, CC(=O)O, OO. The product is CCCN(CCC)C(=O)n1cnc(S(=O)CCC)n1. RXN SMILES: [CH2:1]([CH2:2][CH3:3])[N:4]([C:5](=[O:6])[n:7]1[n:8][c:9]([S:12][CH2:13][CH2:14][CH3:15])[n:10][cH:11]1)[CH2:16][CH2:17][CH3:18].[CH3:21][C:22](=[O:23])[OH:24].[OH:19][OH:20]>>[CH2:1]([CH2:2][CH3:3])[N:4]([C:5](=[O:6])[n:7]1[n:8][c:9]([S:12]([CH2:13][CH2:14][CH3:15])=[O:19])[n:10][cH:11]1)[CH2:16][CH2:17][CH3:18]. The reactants are CC1(C)OB(c2ccc(C(=O)N3CCC(c4cccnc4)C3)cc2)OC1(C)C, Cc1ccccc1, CCO, FC(F)(F)c1cnc(Cl)nc1, [Na+], [Na+], O=C([O-])[O-]. The product is O=C(c1ccc(-c2ncc(C(F)(F)F)cn2)cc1)N1CCC(c2cccnc2)C1. As a reaction SMILES: [CH3:1][C:2]1([CH3:3])[C:4]([CH3:5])([CH3:6])[O:7][B:8]([c:9]2[cH:10][cH:11][c:12]([C:13](=[O:14])[N:15]3[CH2:16][CH:17]([c:20]4[cH:21][n:22][cH:23][cH:24][cH:25]4)[CH2:18][CH2:19]3)[cH:26][cH:27]2)[O:28]1.[CH3:46][c:47]1[cH:48][cH:49][cH:50][cH:51][cH:52]1.[CH3:53][CH2:54][OH:55].[Cl:29][c:30]1[n:31][cH:32][c:33]([C:36]([F:37])([F:38])[F:39])[cH:34][n:35]1.[Na+:40].[Na+:41].[O-:42][C:43](=[O:44])[O-:45]>>[c:9]1(-[c:30]2[n:31][cH:32][c:33]([C:36]([F:37])([F:38])[F:39])[cH:34][n:35]2)[cH:10][cH:11][c:12]([C:13](=[O:14])[N:15]2[CH2:16][CH:17]([c:20]3[cH:21][n:22][cH:23][cH:24][cH:25]3)[CH2:18][CH2:19]2)[cH:26][cH:27]1. Conditions: temperature 130 celsius. Reagents/catalysts: C=1C=CC(=CC1)[P](C=2C=CC=CC2)(C=3C=CC=CC3)[Pd]([P](C=4C=CC=CC4)(C=5C=CC=CC5)C=6C=CC=CC6)([P](C=7C=CC=CC7)(C=8C=CC=CC8)C=9C=CC=CC9)[P](C=1C=CC=CC1)(C=1C=CC=CC1)C=1C=CC=CC1 (tetrakis(triphenylphosphine)palladium(0)). The solvent is C1(=CC=CC=C1)C (toluene). The reactants are C(C)OP(OCC)(=O)C1=C(C=CC(=C1)OC1=NC2=C(N1CC1=CC=CC=C1)C=C(C(=C2)I)Cl)C ([5-(1-Benzyl-6-chloro-5-iodo-1H-benzoimidazol-2-yloxy)-2-methyl-phenyl]-phosphonic acid diethyl ester), C1(CCCCC1)C1=CC=C(C=C1)B(O)O (4-cyclohexylbenzeneboronic acid), O (H2O), C([O-])([O-])=O.[K+].[K+] (potassium carbonate). Procedure: To a solution of [5-(1-Benzyl-6-chloro-5-iodo-1H-benzoimidazol-2-yloxy)-2-methyl-phenyl]-phosphonic acid diethyl ester (5.2 g, 8.5 mmol) in toluene (30 ml) was added 4-cyclohexylbenzeneboronic acid (3.5 g, 17 mmol), tetrakis(triphenylphosphine)palladium(0) (983 mg, 0.9 mmol), and then potassium carbonate (4.7 g, 34 mmol) in a solution of H2O (15 ml). The resulting mixture was heated in a microwave reactor at 130° C. for 15 minutes, and then quenched with saturated ammonium chloride solution. The... The product is C(C)OP(OCC)(=O)C1=C(C=CC(=C1)OC1=NC2=C(N1CC1=CC=CC=C1)C=C(C(=C2)C2=CC=C(C=C2)C2CCCCC2)Cl)C ({5-[1-Benzyl-6-chloro-5-(4-cyclohexyl-phenyl)-1H-benzoimidazol-2-yloxy]-2-methyl-phenyl}-phosphonic acid diethyl ester). Reaction SMILES: [CH2:1]([O:3][P:4]([C:9]1[CH:14]=[C:13]([O:15][C:16]2[N:20]([CH2:21][C:22]3[CH:27]=[CH:26][CH:25]=[CH:24][CH:23]=3)[C:19]3[CH:28]=[C:29]([Cl:33])[C:30](I)=[CH:31][C:18]=3[N:17]=2)[CH:12]=[CH:11][C:10]=1[CH3:34])(=[O:8])[O:5][CH2:6][CH3:7])[CH3:2].[CH:35]1([C:41]2[CH:46]=[CH:45][C:44](B(O)O)=[CH:43][CH:42]=2)[CH2:40][CH2:39][CH2:38][CH2:37][CH2:36]1.C(=O)([O-])[O-].[K+].[K+].O>C1(C)C=CC=CC=1.C1C=CC([P]([Pd]([P](C2C=CC=CC=2)(C2C=CC=CC=2)C2C=CC=CC=2)([P](C2C=CC=CC=2)(C2C=CC=CC=2)C2C=CC=CC=2)[P](C2C=CC=CC=2)(C2C=CC=CC=2)C2C=CC=CC=2)(C2C=CC=CC=2)C2C=CC=CC=2)=CC=1>[CH2:1]([O:3][P:4]([C:9]1[CH:14]=[C:13]([O:15][C:16]2[N:20]([CH2:21][C:22]3[CH:27]=[CH:26][CH:25]=[CH:24][CH:23]=3)[C:19]3[CH:28]=[C:29]([Cl:33])[C:30]([C:38]4[CH:37]=[CH:36][C:35]([CH:41]5[CH2:46][CH2:45][CH2:44][CH2:43][CH2:42]5)=[CH:40][CH:39]=4)=[CH:31][C:18]=3[N:17]=2)[CH:12]=[CH:11][C:10]=1[CH3:34])(=[O:8])[O:5][CH2:6][CH3:7])[CH3:2] |f:2.3.4,^1:67,69,88,107|. As a reaction SMILES: CN(C)C=O.[Cl:6][C:7]1[CH:12]=[CH:11][C:10]([C:13]2[S:17][C:16]([SH:18])=[N:15][N:14]=2)=[CH:9][CH:8]=1.[OH-].[K+].[F:21][C:22]([F:29])([F:28])[C:23]([F:27])=[C:24](F)[F:25]>C(Cl)(Cl)Cl>[F:25][C:24]([S:18][C:16]1[S:17][C:13]([C:10]2[CH:9]=[CH:8][C:7]([Cl:6])=[CH:12][CH:11]=2)=[N:14][N:15]=1)=[C:23]([F:27])[C:22]([F:29])([F:28])[F:21] |f:2.3|. Reported procedure: 60 ml of dimethylformamide and 6.85 g of 5-(4-chlorophenyl)-2-mercapto-1,3,4-thiadiazole and 0.7 g of potassium hydroxide are stirred in an autoclave. 20 g of hexafluoropropylene are pressed in, and the reaction mixture is heated for 19 hours at 60° C. (10-12·105Pa). After cooling and release of pressure, the solution is poured into ice-water, the product is taken up in chloroform, the chloroform solution is washed with 1n sodium hydroxide solution, and the solvent is removed in vacuo, affording... Reactants: CN(C=O)C (dimethylformamide), ClC1=CC=C(C=C1)C1=NN=C(S1)S (5-(4-chlorophenyl)-2-mercapto-1,3,4-thiadiazole), [OH-].[K+] (potassium hydroxide), FC(C(=C(F)F)F)(F)F (hexafluoropropylene), ice water. The solvent is C(Cl)(Cl)Cl (chloroform). Conditions: temperature 60 celsius. Yields the product FC(=C(C(F)(F)F)F)SC=1SC(=NN1)C1=CC=C(C=C1)Cl (2-[1,2,3,3,3-Pentafluoropropen-1-ylthio]-5-(4-chlorophenyl)-1,3,4-thiadiazole).